Dataset: the Open Reaction Database (ORD), a public repository of structured organic reaction records. Task: describe an organic reaction: reactants, conditions, products, and yield The reactants are N1=CC=CC=2NC(C3=C(NC21)C=CC=C3)=S (5H-benzo[e]pyrido[3,2-b][1,4]diazepine-6(11H)-thione), F[B-](F)(F)F.C[O+](C)C (trimethyloxonium tetrafluoroborate). The solvent is ClCCl (dichloromethane). Run at time 15 minute. Product: CSC=1C2=C(NC3=C(N1)C=CC=N3)C=CC=C2 (6-(methylthio)-11H-benzo[e]pyrido[3,2-b][1,4]diazepine). As a reaction SMILES: [N:1]1[C:11]2[NH:10][C:9]3[CH:12]=[CH:13][CH:14]=[CH:15][C:8]=3[C:7](=[S:16])[NH:6][C:5]=2[CH:4]=[CH:3][CH:2]=1.F[B-](F)(F)F.[CH3:22][O+](C)C>ClCCl>[CH3:22][S:16][C:7]1[C:8]2[CH:15]=[CH:14][CH:13]=[CH:12][C:9]=2[NH:10][C:11]2[N:1]=[CH:2][CH:3]=[CH:4][C:5]=2[N:6]=1 |f:1.2|. Procedure: To a solution of 5H-benzo[e]pyrido[3,2-b][1,4]diazepine-6(11H)-thione (0.106 g, 0.465 mmol) in dichloromethane (5 ml) was added trimethyloxonium tetrafluoroborate (0.076 g, 0.512 mmol). The reaction mixture was stirred at room temperature for 15 minutes and then warmed to 40° C. for 2 hours. The reaction was quenched by adding water (10 ml). The organic layer was separated, dried with sodium sulfate and concentrated to afford the desired product, 6-(methylthio)-11H-benzo[e]pyrido[3,2-b][1,4]diaz...